From a dataset of the Open Reaction Database (ORD), a public repository of structured organic reaction records. describe an organic reaction: reactants, conditions, products, and yield Starting materials: NCCc1ccccc1, CO, O=CCc1ccccc1, [K+], O=P([O-])(O)O. The product is c1ccc(CCNCCc2ccccc2)cc1. As a reaction SMILES: [CH2:1]([CH2:2][c:3]1[cH:4][cH:5][cH:6][cH:7][cH:8]1)[NH2:9].[CH3:25][OH:26].[CH:10](=[O:11])[CH2:12][c:13]1[cH:14][cH:15][cH:16][cH:17][cH:18]1.[K+:24].[P:19]([O-:20])([OH:21])([OH:22])=[O:23]>>[CH2:1]([CH2:2][c:3]1[cH:4][cH:5][cH:6][cH:7][cH:8]1)[NH:9][CH2:10][CH2:12][c:13]1[cH:14][cH:15][cH:16][cH:17][cH:18]1. The reactants are Cc1ccccc1C(=O)Nc1cccc2c1CCCC2, O=S(=O)(O)Cl, O=C(O)C(F)(F)F. RXN SMILES: [CH3:1][c:2]1[c:3]([C:4](=[O:5])[NH:6][c:7]2[cH:8][cH:9][cH:10][c:11]3[c:16]2[CH2:15][CH2:14][CH2:13][CH2:12]3)[cH:17][cH:18][cH:19][cH:20]1.[Cl:21][S:22](=[O:23])(=[O:24])[OH:25].[F:26][C:27]([F:28])([F:29])[C:30]([OH:31])=[O:32]>>[CH3:1][c:2]1[c:3]([C:4](=[O:5])[NH:6][c:7]2[cH:8][cH:9][c:10]([S:22](=[O:23])(=[O:24])[OH:25])[c:11]3[c:16]2[CH2:15][CH2:14][CH2:13][CH2:12]3)[cH:17][cH:18][cH:19][cH:20]1. Yields the product Cc1ccccc1C(=O)Nc1ccc(S(=O)(=O)O)c2c1CCCC2. Reactants: C=C1CCN(c2ccc([N+](=O)[O-])cc2)CC1, CCOC(C)=O, [Cl-], O, O. The product is C=C1CCN(c2ccc(N)cc2)CC1. RXN SMILES: [CH2:1]=[C:2]1[CH2:3][CH2:4][N:5]([c:8]2[cH:9][cH:10][c:11]([N+:14]([O-:15])=[O:16])[cH:12][cH:13]2)[CH2:6][CH2:7]1.[CH3:20][CH2:21][O:22][C:23](=[O:24])[CH3:25].[Cl-:19].[OH2:17].[OH2:18]>>[CH2:1]=[C:2]1[CH2:3][CH2:4][N:5]([c:8]2[cH:9][cH:10][c:11]([NH2:14])[cH:12][cH:13]2)[CH2:6][CH2:7]1. The reactants are ClC=1C(=CN2C(C(=CC(=C2C1C)C1CC1)C(=O)OCC)=O)F (ethyl 8-chloro-1-cyclopropyl-7-fluoro-9-methyl-4-oxo-4H-quinolizine-3-carboxylate), CC1(OB(OC1(C)C)C1=CC=C(N)C=C1)C (4-(4,4,5,5-tetramethyl-1,3,2-dioxaborolan-2-yl)-aniline). Product: NC1=CC=C(C=C1)C=1C(=CN2C(C(=CC(=C2C1C)C1CC1)C(=O)OCC)=O)F (ethyl 8-(4-amino-phenyl)-1-cyclopropyl-7-fluoro-9-methyl-4-oxo-4H-quinolizine-3-carboxylate). Yield: 93.9%. RXN SMILES: Cl[C:2]1[C:3]([F:22])=[CH:4][N:5]2[C:10]([C:11]=1[CH3:12])=[C:9]([CH:13]1[CH2:15][CH2:14]1)[CH:8]=[C:7]([C:16]([O:18][CH2:19][CH3:20])=[O:17])[C:6]2=[O:21].CC1(C)C(C)(C)OB([C:31]2[CH:37]=[CH:36][C:34]([NH2:35])=[CH:33][CH:32]=2)O1>>[NH2:35][C:34]1[CH:36]=[CH:37][C:31]([C:2]2[C:3]([F:22])=[CH:4][N:5]3[C:10]([C:11]=2[CH3:12])=[C:9]([CH:13]2[CH2:15][CH2:14]2)[CH:8]=[C:7]([C:16]([O:18][CH2:19][CH3:20])=[O:17])[C:6]3=[O:21])=[CH:32][CH:33]=1. Procedure: Ethyl 8-(4-amino-phenyl)-1-cyclopropyl-7-fluoro-9-methyl-4-oxo-4H-quinolizine-3-carboxylate was prepared according to General Procedure A from ethyl 8-chloro-1-cyclopropyl-7-fluoro-9-methyl-4-oxo-4H-quinolizine-3-carboxylate (500 mg, 1.54 mmol) and 4-(4,4,5,5-tetramethyl-1,3,2-dioxaborolan-2-yl)-aniline (439 mg, 2.00 mmol). Purification by flash silica column chromatography (DCM:MeOH) (1:0 to 9:1) afforded the title compound as a yellow solid (550 mg, 93%). Reactants: CCOC(=O)c1ccc(C=C(CCCC(C)(C)C)Cn2ccnc2)cc1, CCO, [Na+], [OH-]. The product is CC(C)(C)CCCC(=Cc1ccc(C(=O)O)cc1)Cn1ccnc1. As a reaction SMILES: [CH3:1][C:2]([CH2:3][CH2:4][CH2:5][C:6](=[CH:7][c:8]1[cH:9][cH:10][c:11]([C:12](=[O:13])[O:14][CH2:15][CH3:16])[cH:17][cH:18]1)[CH2:19][n:20]1[cH:21][n:22][cH:23][cH:24]1)([CH3:25])[CH3:26].[CH3:29][CH2:30][OH:31].[Na+:28].[OH-:27]>>[CH3:1][C:2]([CH2:3][CH2:4][CH2:5][C:6](=[CH:7][c:8]1[cH:9][cH:10][c:11]([C:12](=[O:13])[OH:14])[cH:17][cH:18]1)[CH2:19][n:20]1[cH:21][n:22][cH:23][cH:24]1)([CH3:25])[CH3:26]. The product is [N+](=O)([O-])CCC=1NC=CC1C1=CC=C(C=C1)I (2-(2-Nitroethyl)-3-(4-iodophenyl)pyrrole). The yield is 87.7%. Run in C1CCOC1.CO (THF MeOH). Reported procedure: Following the procedure for a β-unsubstituted pyrrole (Strachan, J. P. et al., J. Org. Chem. 2000, 65, 3160-3172), a sample of 18 (1.36 g, 4.00 mmol) was dissolved in anhydrous THF/MeOH (40 mL, 9:1) under argon at 0° C. NaBH4 (605 mg, 16.00 mmol) was added in portions and stirring was continued for 1 h at 0° C. Then the mixture was stirred for 2 h at room temperature. The reaction mixture was neutralized with acetic acid (pH=7), then water (50 mL) was added and the mixture was extracted with eth... Conditions: time 1 hour. Starting materials: [N+](=O)([O-])/C=C/C=1NC=CC1C1=CC=C(C=C1)I (2-(2-trans-Nitrovinyl)-3-(4-iodophenyl)pyrrole), β-unsubstituted pyrrole, C(C)(=O)O (acetic acid), O (water), [BH4-].[Na+] (NaBH4). Reaction SMILES: [N+:1](/[CH:4]=[CH:5]/[C:6]1[NH:7][CH:8]=[CH:9][C:10]=1[C:11]1[CH:16]=[CH:15][C:14]([I:17])=[CH:13][CH:12]=1)([O-:3])=[O:2].[BH4-].[Na+].C(O)(=O)C.O>C1COCC1.CO>[N+:1]([CH2:4][CH2:5][C:6]1[NH:7][CH:8]=[CH:9][C:10]=1[C:11]1[CH:16]=[CH:15][C:14]([I:17])=[CH:13][CH:12]=1)([O-:3])=[O:2] |f:1.2,5.6|.